From a dataset of the Open Reaction Database (ORD), a public repository of structured organic reaction records. describe an organic reaction: reactants, conditions, products, and yield The reactants are IC1=CC(=CC(=C1N)[N+](=O)[O-])C (6-Iodo-4-methyl-2-nitroaniline), C1(CCCCC1)C#C (cyclohexylacetylene). Yields the product C1(CCCCC1)C=1NC2=C(C=C(C=C2C1)C)[N+](=O)[O-] (2-cyclohexyl-5-methyl-7-nitro-1H-indole). Yield: 62.4%. Reaction SMILES: I[C:2]1[C:7]([NH2:8])=[C:6]([N+:9]([O-:11])=[O:10])[CH:5]=[C:4]([CH3:12])[CH:3]=1.[CH:13]1([C:19]#[CH:20])[CH2:18][CH2:17][CH2:16][CH2:15][CH2:14]1>>[CH:13]1([C:19]2[NH:8][C:7]3[C:2]([CH:20]=2)=[CH:3][C:4]([CH3:12])=[CH:5][C:6]=3[N+:9]([O-:11])=[O:10])[CH2:18][CH2:17][CH2:16][CH2:15][CH2:14]1. Procedure details: 6-Iodo-4-methyl-2-nitroaniline (500 mg, 1.8 mmol) and cyclohexylacetylene (0.23 ml, 1.8 mmol) were reacted according to the same procedure as Preparation 19 to give the title compound (290 mg, Yield 62%). Reactants: Example A ( 97 ), C1(CCCC1)C(C#CC1=CC(=C(C=C1OC)C(C#N)(C)C)F)(CC=1OC(OC(C1)=O)(C)C)O (2-{4-[3-Cyclopentyl-4-(2,2-dimethyl-6-oxo-6H-[1,3]dioxin-4-yl)-3-hydroxy-but-1-ynyl]-2-fluoro-5-methoxy-phenyl}-2-methyl-propionitrile), C1(CCCC1)C(C#CC1=CC(=C(C=C1)C(C#N)(C)C)F)(CC1=CC(OC(O1)(C)C)=O)O (2-{4-[3-cyclopentyl-4-(2,2-dimethyl-4-oxo-4H-1,3-dioxin-6-yl)-3-hydroxybut-1-ynyl]-2-fluorophenyl}-2-methylpropanenitrile). Yields the product C1(CCCC1)C1(OC(C=C(C1)O)=O)CCC1=CC(=C(C=C1OC)C(C#N)(C)C)F (2-{4-[2-(2-Cyclopentyl-4-hydroxy-6-oxo-3,6-dihydro-2H-pyran-2-yl)-ethyl]-2-fluoro-5-methoxy-phenyl}-2-methyl-propionitrile). Reaction SMILES: [CH:1]1([C:6](O)([CH2:23][C:24]2[O:25]C(C)(C)[O:27][C:28](=[O:30])[CH:29]=2)[C:7]#[C:8][C:9]2[C:14]([O:15][CH3:16])=[CH:13][C:12]([C:17]([CH3:21])([CH3:20])[C:18]#[N:19])=[C:11]([F:22])[CH:10]=2)[CH2:5][CH2:4][CH2:3][CH2:2]1.C1(C(O)(CC2OC(C)(C)OC(=O)C=2)C#CC2C=CC(C(C)(C)C#N)=C(F)C=2)CCCC1>>[CH:1]1([C:6]2([CH2:7][CH2:8][C:9]3[C:14]([O:15][CH3:16])=[CH:13][C:12]([C:17]([CH3:20])([CH3:21])[C:18]#[N:19])=[C:11]([F:22])[CH:10]=3)[CH2:23][C:24]([OH:25])=[CH:29][C:28](=[O:27])[O:30]2)[CH2:2][CH2:3][CH2:4][CH2:5]1. Procedure: The desired product was prepared analogously to Example A (97), step 4, substituting 2-{4-[3-Cyclopentyl-4-(2,2-dimethyl-6-oxo-6H-[1,3]dioxin-4-yl)-3-hydroxy-but-1-ynyl]-2-fluoro-5-methoxy-phenyl}-2-methyl-propionitrile (2.0 g, 4.39 mmol) from Step 6 below in place of 2-{4-[3-cyclopentyl-4-(2,2-dimethyl-4-oxo-4H-1,3-dioxin-6-yl)-3-hydroxybut-1-ynyl]-2-fluorophenyl}-2-methylpropanenitrile. Yield: 0.87 g, 49%. 1H NMR (CDCl3) δ: 1.39–1.48 (m, 2H), 1.59–1.68 (m, 5H), 1.79 (s, 6H), 1.83–1.95 (m, 3H),...